This data is from the Open Reaction Database (ORD), a public repository of structured organic reaction records. The task is: describe an organic reaction: reactants, conditions, products, and yield Reactants: C(C)P(OCCCC)(=O)CCO (butyl ethyl(2-hydroxyethyl)phosphinate), C(CO)O (ethylene glycol). Reagents/catalysts: C(=O)(C(=O)[O-])[O-].C(=O)(C(=O)[O-])[O-].O=[Ti+2].[K+].[K+] (potassium titanyloxalate). Reaction conditions: temperature 200 celsius, time 2 hour. Yields the product C(C)P(OCCO)(=O)CCO (2-hydroxyethyl ethyl-(2-hydroxyethyl)phosphinate). Yield: 86.5%. RXN SMILES: [CH2:1]([P:3]([CH2:10][CH2:11][OH:12])(=[O:9])[O:4][CH2:5][CH2:6]CC)[CH3:2].C(O)C[OH:15]>C([O-])(C([O-])=O)=O.C([O-])(C([O-])=O)=O.O=[Ti+2].[K+].[K+]>[CH2:1]([P:3]([CH2:10][CH2:11][OH:12])(=[O:9])[O:4][CH2:5][CH2:6][OH:15])[CH3:2] |f:2.3.4.5.6|. Procedure: To 388 g (2 mol) of butyl ethyl(2-hydroxyethyl)phosphinate (produced as in Example 5) are added 155 g (2.5 mol) of ethylene glycol and 0.4 g of potassium titanyloxalate, followed by stirring at 200° C. for 2 h. Volatiles are distilled off by gradual evacuation to leave 315 g (96% of theory) of 2-hydroxyethyl ethyl-(2-hydroxyethyl)phosphinate. The reactants are C1=CC=CC2=CC=CC=C12 (naphthalene), [N+](=O)(O)[O-] (nitric acid), C1=CC=CC2=CC=CC=C12 (naphthalene), [N+](=O)(O)[O-] (nitric acid). Solvent: O (water). Product: [N+](=O)([O-])C1=CC=CC2=CC=CC=C12 (1-Nitronaphthalene). Reaction SMILES: [CH:1]1[C:10]2[C:5](=[CH:6][CH:7]=[CH:8][CH:9]=2)[CH:4]=[CH:3][CH:2]=1.[N+:11]([O-])([OH:13])=[O:12]>O>[N+:11]([C:9]1[C:10]2[C:5](=[CH:4][CH:3]=[CH:2][CH:1]=2)[CH:6]=[CH:7][CH:8]=1)([O-:13])=[O:12]. Reported procedure: To a 2-liter resin flask equipped with a stirrer, thermometer, a dropping funnel, a N2 sparge tube and a condenser vented to a caustic scrubber was added 1025 g (8.0 moles) naphthalene. The reactor contents were heated until the naphthalene became molten, at which time agitation was started, and the heating was stopped. 680 ml nitric acid (72.5% concentration, 10.0 moles) was introduced over a period of 3 hours. During the first 40 minutes of addition time the temperature was gradually reduced t...